This data is from the Open Reaction Database (ORD), a public repository of structured organic reaction records. The task is: describe an organic reaction: reactants, conditions, products, and yield The reactants are BrC=1C=C(C(=NC1)N)N (5-bromo-2,3-diaminopyridine), ClC=1SC(=CN1)COC1=CC=C(C=O)C=C1 (4-[(2-chloro-1,3-thiazol-5-yl)methoxy]benzaldehyde). Yields the product BrC=1C=C2C(=NC1)NC(=N2)C2=CC=C(C=C2)OCC2=CN=C(S2)Cl (6-Bromo-2-{4-[(2-chloro-1,3-thiazol-5-yl)methoxy]phenyl}-3H-imidazo[4,5-b]pyridine). Reaction SMILES: [Br:1][C:2]1[CH:3]=[C:4]([NH2:9])[C:5]([NH2:8])=[N:6][CH:7]=1.[Cl:10][C:11]1[S:12][C:13]([CH2:16][O:17][C:18]2[CH:25]=[CH:24][C:21]([CH:22]=O)=[CH:20][CH:19]=2)=[CH:14][N:15]=1>>[Br:1][C:2]1[CH:3]=[C:4]2[N:9]=[C:22]([C:21]3[CH:20]=[CH:19][C:18]([O:17][CH2:16][C:13]4[S:12][C:11]([Cl:10])=[N:15][CH:14]=4)=[CH:25][CH:24]=3)[NH:8][C:5]2=[N:6][CH:7]=1. Procedure: The title compound was prepared from 5-bromo-2,3-diaminopyridine and 4-[(2-chloro-1,3-thiazol-5-yl)methoxy]benzaldehyde. Reactants: BrCCCCCCOCCOCc1ccccc1, CCOC(C)=O, CCO. The product is OCCOCCCCCCBr. RXN SMILES: [Br:1][CH2:2][CH2:3][CH2:4][CH2:5][CH2:6][CH2:7][O:8][CH2:9][CH2:10][O:11][CH2:12][c:13]1[cH:14][cH:15][cH:16][cH:17][cH:18]1.[CH3:19][CH2:20][O:21][C:22]([CH3:23])=[O:24].[CH3:25][CH2:26][OH:27]>>[Br:1][CH2:2][CH2:3][CH2:4][CH2:5][CH2:6][CH2:7][O:8][CH2:9][CH2:10][OH:11].